From a dataset of the Open Reaction Database (ORD), a public repository of structured organic reaction records. describe an organic reaction: reactants, conditions, products, and yield Starting materials: COCC1=NC2=CC3=C(C=C2C(N1)=O)C(CC3)N(CC#C)C3=CC=C(C(=O)OC(C)(C)C)C=C3 (tert-butyl 4-{N-[(6RS)-2-methoxymethyl-4-oxo-3,4,7,8-tetra-hydro-6H-cyclopenta[g]quinazolin-6-yl]-N-(prop-2-ynyl)amino}benzoate). Solvent: ClCCl (dichloromethane), FC(C(=O)O)(F)F (trifluoroacetic acid). The product is COCC1=NC2=CC3=C(C=C2C(N1)=O)C(CC3)N(CC#C)C3=CC=C(C(=O)O)C=C3 (4-{N-[(6RS)-2-Methoxymethyl4-oxo-3,4,7,8-tetrahydro-6H-cyclopenta-[g]quinazolin-6-yl]-N-(prop-2-ynyl)amino}benzoic acid). Reaction SMILES: [CH3:1][O:2][CH2:3][C:4]1[NH:13][C:12](=[O:14])[C:11]2[C:6](=[CH:7][C:8]3[CH2:17][CH2:16][CH:15]([N:18]([C:22]4[CH:34]=[CH:33][C:25]([C:26]([O:28]C(C)(C)C)=[O:27])=[CH:24][CH:23]=4)[CH2:19][C:20]#[CH:21])[C:9]=3[CH:10]=2)[N:5]=1>ClCCl.FC(F)(F)C(O)=O>[CH3:1][O:2][CH2:3][C:4]1[NH:13][C:12](=[O:14])[C:11]2[C:6](=[CH:7][C:8]3[CH2:17][CH2:16][CH:15]([N:18]([C:22]4[CH:23]=[CH:24][C:25]([C:26]([OH:28])=[O:27])=[CH:33][CH:34]=4)[CH2:19][C:20]#[CH:21])[C:9]=3[CH:10]=2)[N:5]=1. Procedure: A solution of tert-butyl 4-{N-[(6RS)-2-methoxymethyl-4-oxo-3,4,7,8-tetra-hydro-6H-cyclopenta[g]quinazolin-6-yl]-N-(prop-2-ynyl)amino}benzoate (0.069 g, 0.15 mmol) in dichloromethane (1 ml) and trifluoroacetic acid (3 ml) was stirred at room temperature for 1 hour and 10 min, then the solvents were removed in vacuo. The residue was triturated with diethyl ether and the precipitate was collected by filtration, washed with diethyl ether and dried in vacuo over P2O5 to afford the title compound as t...